This data is from the Open Reaction Database (ORD), a public repository of structured organic reaction records. The task is: describe an organic reaction: reactants, conditions, products, and yield The reactants are C(C)(C)(C)OC(=O)NCCOC1=NOC(=C1)C1=C(C=C(C=C1)Cl)Cl (3-(2-(N-tert-Butoxycarbonylamino)ethoxy)-5-(2,4-dichlorophenyl)isoxazole), CI (methyl iodide). Product: C(C)(C)(C)OC(=O)NCCOC1=NOC(=C1)C1=C(C(=C(C=C1)Cl)C)Cl (3-(2-(N-tert-Butoxycarbonylamino)ethoxy)-5-(2,4-dichloro-3-methylphenyl)isoxazole). Isolated yield 45.0%. RXN SMILES: [C:1]([O:5][C:6]([NH:8][CH2:9][CH2:10][O:11][C:12]1[CH:16]=[C:15]([C:17]2[CH:22]=[CH:21][C:20]([Cl:23])=[CH:19][C:18]=2[Cl:24])[O:14][N:13]=1)=[O:7])([CH3:4])([CH3:3])[CH3:2].[CH3:25]I>>[C:1]([O:5][C:6]([NH:8][CH2:9][CH2:10][O:11][C:12]1[CH:16]=[C:15]([C:17]2[CH:22]=[CH:21][C:20]([Cl:23])=[C:19]([CH3:25])[C:18]=2[Cl:24])[O:14][N:13]=1)=[O:7])([CH3:4])([CH3:2])[CH3:3]. Procedure details: 3-(2-(N-tert-Butoxycarbonylamino)ethoxy)-5-(2,4-dichlorophenyl)isoxazole (0.3 g) and methyl iodide (0.08 ml) were subjected to reaction and post-treatment in a similar manner to that described in Example 14(a) to obtain the title compound (0.14 g, 45%) as a colorless powder. The reactants are Cl (HCl), hydrochloride salt, C(C)(C)C1=C(C=C2C(=CN(C2=C1)C)C)OC(C#N)=CCOC (2-(6-isopropyl-1,3-dimethyl-1H-indol-5-yloxy)-4-methoxy-but-2-enenitrile), C(O)(O)=O.NC(=N)N (guanidine carbonate), C[O-].[Na+] (sodium methoxide). Run in C(C)OCC (Diethyl ether), C(C)OCC (diethyl ether), C(C)O (ethanol). Conditions: time 18 hour. Product: C(C)(C)C1=C(C=C2C(=CN(C2=C1)C)C)OC=1C(=NC(=NC1)N)N (5-(6-Isopropyl-1,3-dimethyl-1H-indol-5-yloxy)-pyrimidine-2,4-diamine). Reaction SMILES: [CH:1]([C:4]1[CH:12]=[C:11]2[C:7]([C:8]([CH3:14])=[CH:9][N:10]2[CH3:13])=[CH:6][C:5]=1[O:15][C:16](=[CH:19]COC)[C:17]#[N:18])([CH3:3])[CH3:2].C(=O)(O)O.[NH2:27][C:28]([NH2:30])=[NH:29].C[O-].[Na+].Cl>C(O)C.C(OCC)C>[CH:1]([C:4]1[CH:12]=[C:11]2[C:7]([C:8]([CH3:14])=[CH:9][N:10]2[CH3:13])=[CH:6][C:5]=1[O:15][C:16]1[C:17]([NH2:18])=[N:29][C:28]([NH2:30])=[N:27][CH:19]=1)([CH3:2])[CH3:3] |f:1.2,3.4|. Reported procedure: 5-(6-Isopropyl-1,3-dimethyl-1H-indol-5-yloxy)-pyrimidine-2,4-diamine was prepared from 2-(6-isopropyl-1,3-dimethyl-1H-indol-5-yloxy)-4-methoxy-but-2-enenitrile by treatment with guanidine carbonate and sodium methoxide using the procedure of step 7 of Example 2 above. This material was dissolved in 2.5 ml absolute ethanol, and 820 ml of 1 N HCl in diethyl ether was added with stirring. Diethyl ether was added slowly until small crystals formed, and the solution was then placed in a −10 C freezer... The reactants are 3′-O-[(tertbutyl)dimethylsilyl]-5′-O-[(tertbutyl)diphenylsilyl]-4′-C-formyl-2-deoxyuridine, C(C1=CC=CC=C1)(C1=CC=CC=C1)N (Ph2CHNH2), C(C)(=O)O (acetic acid), [BH3-]C#N.[Na+] (NaBH3CN), C(C)(C)(C)[Si](O[C@H]1C[C@@H](O[C@@]1(CO[Si](C1=CC=CC=C1)(C1=CC=CC=C1)C(C)(C)C)C(NCC1=CC=CC=C1)NCC1=CC=CC=C1)N1C(=O)NC(=O)C(C)=C1)(C)C (3′-O-[(tertbutyl)dimethylsilyl]-5′-O-[(tertbutyl)diphenylsilyl]-4′-C-(1,1′-diphenylmethylaminomethyl)thymidine). Solvent: C(C)#N (acetonitrile). Product: C(C)(C)(C)[Si](O[C@H]1C[C@@H](O[C@@]1(CO[Si](C1=CC=CC=C1)(C1=CC=CC=C1)C(C)(C)C)C(NCC1=CC=CC=C1)NCC1=CC=CC=C1)N1C(=O)NC(=O)C=C1)(C)C (3′-O-[(tertbutyl)dimethylsilyl]-5′-O-[(tertbutyl)diphenylsilyl]-4′-(1,1′-diphenylmethylaminomethyl)-2′-deoxyuridine), oil. Yield: 69.0%. Reaction SMILES: C(N)(C1C=CC=CC=1)C1C=CC=CC=1.C(O)(=O)C.[BH3-]C#N.[Na+].[C:23]([Si:27]([CH3:80])([CH3:79])[O:28][C@@H:29]1[C@@:33]([CH:53]([NH:62][CH2:63][C:64]2[CH:69]=[CH:68][CH:67]=[CH:66][CH:65]=2)[NH:54][CH2:55][C:56]2[CH:61]=[CH:60][CH:59]=[CH:58][CH:57]=2)([CH2:34][O:35][Si:36]([C:49]([CH3:52])([CH3:51])[CH3:50])([C:43]2[CH:48]=[CH:47][CH:46]=[CH:45][CH:44]=2)[C:37]2[CH:42]=[CH:41][CH:40]=[CH:39][CH:38]=2)[O:32][C@@H:31]([N:70]2[CH:78]=[C:76](C)[C:74](=[O:75])[NH:73][C:71]2=[O:72])[CH2:30]1)([CH3:26])([CH3:25])[CH3:24]>C(#N)C>[C:23]([Si:27]([CH3:80])([CH3:79])[O:28][C@@H:29]1[C@@:33]([CH:53]([NH:54][CH2:55][C:56]2[CH:61]=[CH:60][CH:59]=[CH:58][CH:57]=2)[NH:62][CH2:63][C:64]2[CH:65]=[CH:66][CH:67]=[CH:68][CH:69]=2)([CH2:34][O:35][Si:36]([C:49]([CH3:52])([CH3:51])[CH3:50])([C:43]2[CH:48]=[CH:47][CH:46]=[CH:45][CH:44]=2)[C:37]2[CH:38]=[CH:39][CH:40]=[CH:41][CH:42]=2)[O:32][C@@H:31]([N:70]2[CH:78]=[CH:76][C:74](=[O:75])[NH:73][C:71]2=[O:72])[CH2:30]1)([CH3:24])([CH3:25])[CH3:26] |f:2.3|. Reported procedure: 3′-O-[(tertbutyl)dimethylsilyl]-5′-O-[(tertbutyl)diphenylsilyl]-4′-C-formyl-2-deoxyuridine (10) (Yang et al; Tetrahedron Letters 1992, 33, 37–40.) (0.15 g, 0.25 mmol) was treated with Ph2CHNH2 (0.07 g, 0.37 mmol, 0.064 mL), glacial acetic acid (0.015 g, 0.26 mmol, 0.015 mL) and NaBH3CN (0.023 g, 0.37 mmol) in acetonitrile (1 mL) according to the procedure used for the preparation of compound (2). The title compound (11) was obtained as clear, viscous oil (0.13 g, 69%). δH(300 MHz, CDCl3) 8.02(1H... The reactants are [Na+].[I-] (NaI), N1CCCC1 (pyrrolidine), N1=CC=CC=C1 (pyridine), BrC=1C=C2C(=CC(=NC2=CC1OC)C)Cl (6-bromo-4-chloro-7-methoxy-2-methyl-quinoline). Run in CCO (EtOH). Yields the product Cl.BrC=1C=C2C(=CC(=NC2=CC1OC)C)N1CCCC1 (6-bromo-7-methoxy-2-methyl-4-pyrrolidin-1-yl-quinoline hydrochloride). Yield: 67.9%. RXN SMILES: [Br:1][C:2]1[CH:3]=[C:4]2[C:9](=[CH:10][C:11]=1[O:12][CH3:13])[N:8]=[C:7]([CH3:14])[CH:6]=[C:5]2[Cl:15].[NH:16]1[CH2:20][CH2:19][CH2:18][CH2:17]1.N1C=CC=CC=1.[Na+].[I-]>CCO>[ClH:15].[Br:1][C:2]1[CH:3]=[C:4]2[C:9](=[CH:10][C:11]=1[O:12][CH3:13])[N:8]=[C:7]([CH3:14])[CH:6]=[C:5]2[N:16]1[CH2:20][CH2:19][CH2:18][CH2:17]1 |f:3.4,6.7|. Reported procedure: A suspension of 1 g (3.5 mmol) of 6-bromo-4-chloro-7-methoxy-2-methyl-quinoline in 20 ml of EtOH was treated sequentially at RT and under stirring with 0.49 g (7 mmol) of pyrrolidine, 0.137 g (1.4 mmol) of pyridine and a catalytic amount of NaI. The mixture was then heated to reflux for 20 h, cooled to RT and concentrated in vacuo. The residue was applied to a silica gel column with CH2Cl2/MeOH (7:1) as eluent. Combinations of the purified fractions and concentration in vacuo gave 0.85 g (68.2%)... The reactants are ClCCCBr, CC(C)=O, CC(=O)c1cc(F)c(O)c(F)c1, [K+], [K+], O=C([O-])[O-]. The product is CC(=O)c1cc(F)c(OCCCCl)c(F)c1. Reaction SMILES: [Br:13][CH2:14][CH2:15][CH2:16][Cl:17].[CH3:24][C:25](=[O:26])[CH3:27].[F:1][c:2]1[cH:3][c:4]([C:10]([CH3:11])=[O:12])[cH:5][c:6]([F:9])[c:7]1[OH:8].[K+:18].[K+:19].[O-:20][C:21]([O-:22])=[O:23]>>[F:1][c:2]1[cH:3][c:4]([C:10]([CH3:11])=[O:12])[cH:5][c:6]([F:9])[c:7]1[O:8][CH2:14][CH2:15][CH2:16][Cl:17]. Reactants: ClC=1N=NC(=CC1Cl)Cl (3,4,6-Trichloropyridazine), [Na+].CS(=O)[O-] (methanesulfinic acid sodium salt). Run in solvent, O.C1CCOC1.CN(C)C=O (water THF DMF). Product: ClC=1N=NC(=CC1S(=O)(=O)C)Cl (3,6-Dichloro-4-methanesulfonylpyridazine). As a reaction SMILES: [Cl:1][C:2]1[N:3]=[N:4][C:5]([Cl:9])=[CH:6][C:7]=1Cl.[Na+].[CH3:11][S:12]([O-:14])=[O:13]>O.C1COCC1.CN(C=O)C>[Cl:1][C:2]1[N:3]=[N:4][C:5]([Cl:9])=[CH:6][C:7]=1[S:12]([CH3:11])(=[O:14])=[O:13] |f:1.2,3.4.5|. Procedure: 3,4,6-Trichloropyridazine (2.5 g; 13.6 mmol) and methanesulfinic acid sodium salt (2.78 g, 27.26 mmol) were stirred in 20 ml of a solvent mixture of water/THF/DMF (5:10:5) at RT for 30 h. The solvent was removed under reduced pressure and the residue was partitioned between ethyl acetate and saturated ammonium chloride solution. The organic phase was removed and concentrated, and the crude product was purified by flash chromatography (dichloromethane:methanol). Yield: 1.4 g Reactants: COC(=O)COc1ccc(F)c2nc(OC(F)F)c(Cc3ccc(-n4cccn4)cc3)c(C)c12, CC(=O)O, CO, [Na+], [OH-], O. The product is Cc1c(Cc2ccc(-n3cccn3)cc2)c(OC(F)F)nc2c(F)ccc(OCC(=O)O)c12. RXN SMILES: [CH3:1][O:2][C:3]([CH2:4][O:5][c:6]1[c:7]2[c:8]([CH3:33])[c:9]([CH2:21][c:22]3[cH:23][cH:24][c:25](-[n:28]4[n:29][cH:30][cH:31][cH:32]4)[cH:26][cH:27]3)[c:10]([O:17][CH:18]([F:19])[F:20])[n:11][c:12]2[c:13]([F:16])[cH:14][cH:15]1)=[O:34].[CH3:37][C:38](=[O:39])[OH:40].[CH3:41][OH:42].[Na+:36].[OH-:35].[OH2:43]>>[O:2]=[C:3]([CH2:4][O:5][c:6]1[c:7]2[c:8]([CH3:33])[c:9]([CH2:21][c:22]3[cH:23][cH:24][c:25](-[n:28]4[n:29][cH:30][cH:31][cH:32]4)[cH:26][cH:27]3)[c:10]([O:17][CH:18]([F:19])[F:20])[n:11][c:12]2[c:13]([F:16])[cH:14][cH:15]1)[OH:34].